This data is from the Open Reaction Database (ORD), a public repository of structured organic reaction records. The task is: describe an organic reaction: reactants, conditions, products, and yield Starting materials: ClC1=NC=C(C=C1)O (2-chloro-5-hydroxypyridine), C(=O)(OC(C)(C)C)N1CCC(CC1)CO (N-Boc-4-piperidinemethanol), C1=CC=C(C=C1)P(C2=CC=CC=C2)C3=CC=CC=C3 (Ph3P), N(=NC(=O)OC(C)C)C(=O)OC(C)C (diisopropyl azodicarboxylate). The product is ClC1=CC=C(C=N1)OCC1CCN(CC1)C(=O)OC(C)(C)C (1,1-Dimethylethyl 4-{[(6-chloro-3-pyridinyl)oxy]methyl}-1-piperidinecarboxylate). Reported procedure: 1,1-Dimethylethyl 4-{[(6-chloro-3-pyridinyl)oxy]methyl}-1-piperidinecarboxylate (0.80 g, 54%) was prepared as a white solid from 2-chloro-5-hydroxypyridine (0.60 g, 4.51 mmol), N-Boc-4-piperidinemethanol (1.0 g, 4.51 mmol) and Ph3P (1.20 g, 4.51 mmol) in THF (25 mL) followed by diisopropyl azodicarboxylate (0.97 g, 94%, 4.51 mmol) in THF (8 mL) in a manner similar to Example 1, Step 2. 1H NMR (400 MHz, CDCl3): δ 8.04 (bs, 1H), 7.25-7.15 (m, 2H), 4.20-4.10 (m, 2H), 3.82 (d, 2H, J=6.1 Hz), 2.80-2.... The solvent is C1CCOC1 (THF), C1CCOC1 (THF). Reaction SMILES: [Cl:1][C:2]1[CH:7]=[CH:6][C:5]([OH:8])=[CH:4][N:3]=1.[C:9]([N:16]1[CH2:21][CH2:20][CH:19]([CH2:22]O)[CH2:18][CH2:17]1)([O:11][C:12]([CH3:15])([CH3:14])[CH3:13])=[O:10].C1C=CC(P(C2C=CC=CC=2)C2C=CC=CC=2)=CC=1.N(C(OC(C)C)=O)=NC(OC(C)C)=O>C1COCC1>[Cl:1][C:2]1[N:3]=[CH:4][C:5]([O:8][CH2:22][CH:19]2[CH2:20][CH2:21][N:16]([C:9]([O:11][C:12]([CH3:13])([CH3:15])[CH3:14])=[O:10])[CH2:17][CH2:18]2)=[CH:6][CH:7]=1. Isolated yield 54.3%. Starting materials: ClC1=C(C=CC(=C1)OC=1C=C2C(C(NC2=CC1)=O)SC)C(F)(F)F (5-[(2-chloro-α,α,α-tri- fluoro-p-tolyl)oxy]-3-(methylthio)-2-indolinone), CO (methanol). Reagents/catalysts: [Ni] (Raney nickel). The solvent is CN(C=O)C (dimethylformamide). Conditions: temperature 50 celsius. Yields the product ClC1=C(C=CC(=C1)OC=1C=C2CC(NC2=CC1)=O)C(F)(F)F (5-[(2-Chloro-α,α,α-trifluoro-p-tolyl)oxy]-2-indolinone). As a reaction SMILES: [Cl:1][C:2]1[CH:7]=[C:6]([O:8][C:9]2[CH:10]=[C:11]3[C:15](=[CH:16][CH:17]=2)[NH:14][C:13](=[O:18])[CH:12]3SC)[CH:5]=[CH:4][C:3]=1[C:21]([F:24])([F:23])[F:22].CO>[Ni].CN(C)C=O>[Cl:1][C:2]1[CH:7]=[C:6]([O:8][C:9]2[CH:10]=[C:11]3[C:15](=[CH:16][CH:17]=2)[NH:14][C:13](=[O:18])[CH2:12]3)[CH:5]=[CH:4][C:3]=1[C:21]([F:24])([F:22])[F:23]. Reported procedure: A stirred mixture of 5-[(2-chloro-α,α,α-tri- fluoro-p-tolyl)oxy]-3-(methylthio)-2-indolinone (25.0 g, 0.067 mol) in a 5:1 mixture of methanol and dimethylformamide is heated to 50° C., under a nitrogen atmosphere, treated portionwise with an aqueous slurry of Raney nickel W-2 catalyst until disulfurization is complete as determined by chromatography, cooled to room temperature and filtered through a bed of diatomaceous earth. The filtrate is concentrated in vacuo, diluted with a 1:1 mixture of e...